Dataset: the Open Reaction Database (ORD), a public repository of structured organic reaction records. Task: describe an organic reaction: reactants, conditions, products, and yield The solvent is C1=CC=CC=C1 (benzene). Reported procedure: 4.8 Parts of 7,14-diazadispiro[5.1.5.2]pentadecane-15-thione, 2.92 parts of p-tolyl isocyanate, 0.2 parts of potassium cyanide and a trace of 1,4-diazabicyclo[2.2.2]octane in 100 parts of dry benzene were heated at reflux for 24 hours. The solvent was then evaporated off in vacuo and the residue treated with excess water and allowed to stand for 24 hours. The solution was extracted with chloroform and the axtracts dried and evaporated in vacuo. The residue was crystallised from ethanol to yield ... The product is C1(=CC=C(C=C1)NC(=O)N1C2(NC3(CCCCC3)C1=S)CCCCC2)C (14-p-tolylcarbamoyl-7,14-diazadispiro[5.1.5.2]pentadecane-15-thione). Run at time 24 hour. Reaction SMILES: [CH2:1]1[C:6]2([C:15](=[S:16])[NH:14][C:8]3([CH2:13][CH2:12][CH2:11][CH2:10][CH2:9]3)[NH:7]2)[CH2:5][CH2:4][CH2:3][CH2:2]1.[C:17]1([CH3:26])[CH:22]=[CH:21][C:20]([N:23]=[C:24]=[O:25])=[CH:19][CH:18]=1.[C-]#N.[K+].N12CCN(CC1)CC2>C1C=CC=CC=1>[C:17]1([CH3:26])[CH:22]=[CH:21][C:20]([NH:23][C:24]([N:14]2[C:15](=[S:16])[C:6]3([CH2:1][CH2:2][CH2:3][CH2:4][CH2:5]3)[NH:7][C:8]32[CH2:13][CH2:12][CH2:11][CH2:10][CH2:9]3)=[O:25])=[CH:19][CH:18]=1 |f:2.3|. The reactants are C1CCCCC12NC1(CCCCC1)NC2=S (7,14-diazadispiro[5.1.5.2]pentadecane-15-thione), C1(=CC=C(C=C1)N=C=O)C (p-tolyl isocyanate), [C-]#N.[K+] (potassium cyanide), N12CCN(CC1)CC2 (1,4-diazabicyclo[2.2.2]octane). The reactants are CCOC(=O)C1(C2C(=S)N(C(C)c3ccccc3)CC2C)CC1, CCO. The product is CCOC(=O)C1(C2CN(C(C)c3ccccc3)CC2C)CC1. As a reaction SMILES: [CH2:1]([CH3:2])[O:3][C:4](=[O:5])[C:6]1([CH:9]2[C:10](=[S:23])[N:11]([CH:15]([CH3:16])[c:17]3[cH:18][cH:19][cH:20][cH:21][cH:22]3)[CH2:12][CH:13]2[CH3:14])[CH2:7][CH2:8]1.[CH3:24][CH2:25][OH:26]>>[CH2:1]([CH3:2])[O:3][C:4](=[O:5])[C:6]1([CH:9]2[CH2:10][N:11]([CH:15]([CH3:16])[c:17]3[cH:18][cH:19][cH:20][cH:21][cH:22]3)[CH2:12][CH:13]2[CH3:14])[CH2:7][CH2:8]1. Starting materials: C(C1=CC=CC=C1)OCC(C(=O)O)(COCC1=CC=CC=C1)COCC1=CC=CC=C1 (3-benzyloxy-2,2-bis(benzyloxymethyl)propionic acid), OC[C@@H]1CN(C(O1)=O)C1=CC=C2C=C(NC(C2=C1)=O)C1=C(C=CC=C1)C(F)(F)F (7-((S)-5-hydroxymethyl-2-oxooxazolidin-3-yl)-3-(2-trifluoromethylphenyl)-2H-isoquinolin-1-one), [H][H] (hydrogen). The reagents and catalysts are [Pd] (Pd—C). Product: OCC(C(=O)OC[C@@H]1CN(C(O1)=O)C1=CC=C2C=C(NC(C2=C1)=O)C1=C(C=CC=C1)C(F)(F)F)(CO)CO ((S)-2-Oxo-3-[1-oxo-3-(2-trifluoromethylphenyl)-1,2-dihydroisoquinolin-7-yl]oxazolidin-5-ylmethyl 3-hydroxy-2,2-bishydroxymethylpropionate). RXN SMILES: C([O:8][CH2:9][C:10]([CH2:23][O:24]CC1C=CC=CC=1)([CH2:14][O:15]CC1C=CC=CC=1)[C:11](O)=[O:12])C1C=CC=CC=1.[OH:32][CH2:33][C@H:34]1[O:38][C:37](=[O:39])[N:36]([C:40]2[CH:49]=[C:48]3[C:43]([CH:44]=[C:45]([C:51]4[CH:56]=[CH:55][CH:54]=[CH:53][C:52]=4[C:57]([F:60])([F:59])[F:58])[NH:46][C:47]3=[O:50])=[CH:42][CH:41]=2)[CH2:35]1.[H][H]>[Pd]>[OH:12][CH2:11][C:10]([CH2:23][OH:24])([CH2:14][OH:15])[C:9]([O:32][CH2:33][C@H:34]1[O:38][C:37](=[O:39])[N:36]([C:40]2[CH:49]=[C:48]3[C:43]([CH:44]=[C:45]([C:51]4[CH:56]=[CH:55][CH:54]=[CH:53][C:52]=4[C:57]([F:59])([F:58])[F:60])[NH:46][C:47]3=[O:50])=[CH:42][CH:41]=2)[CH2:35]1)=[O:8]. Reported procedure: Condensation was carried out by a method similar to that of Example 3-1 using 3-benzyloxy-2,2-bis(benzyloxymethyl)propionic acid obtained in Step B instead of Boc-Sar-OH and 7-((S)-5-hydroxymethyl-2-oxooxazolidin-3-yl)-3-(2-trifluoromethylphenyl)-2H-isoquinolin-1-one obtained in Step B of Example 1-13 instead of 7-((R)-5-hydroxymethyl-2-oxooxazolidin-3-yl)-3-(2-trifluoromethylphenyl)-2H-isoquinolin-1-one obtained in Step B of Example 1-14, and deprotection was carried out by a method similar to ... Procedure: Phthalic acid (2.5 mmol), 2,6-bis(diisopropylaminomethyl)phenylboronic acid (hereinafter, referred to as “boronic acid compound A”, 0.25 mol) as an arylboronic acid catalyst, and heptane (10 mL) as a solvent were added in a flask having a volume of 20 mL, and a column (small Soxhlet extractor) filled with dried molecular sieves 3A (approximately 3 g) was fitted to the flask. The mixture was heated for 12 hours under azeotropic reflux conditions with the removal of water. After the reaction mixtu... The yield is 72.0%. Starting materials: B(O)O (boronic acid), C(C=1C(C(=O)O)=CC=CC1)(=O)O (Phthalic acid), C(C)(C)N(C(C)C)CC1=C(C(=CC=C1)CN(C(C)C)C(C)C)B(O)O (2,6-bis(diisopropylaminomethyl)phenylboronic acid). Product: crude product, C1(C=2C(C(=O)O1)=CC=CC2)=O (phthalic anhydride). The reagents and catalysts are arylboronic acid. As a reaction SMILES: [C:1]([OH:12])(=[O:11])[C:2]1[C:3](=[CH:7][CH:8]=[CH:9][CH:10]=1)[C:4]([OH:6])=O.C(N(CC1C=CC=C(CN(C(C)C)C(C)C)C=1B(O)O)C(C)C)(C)C.B(O)O>CCCCCCC>[C:4]1(=[O:6])[O:12][C:1](=[O:11])[C:2]2=[CH:10][CH:9]=[CH:8][CH:7]=[C:3]12. The solvent is CCCCCCC (heptane). The reactants are O=c1n(-c2ccc(OCCBr)cc2)ccn1-c1ccc(Oc2ccccc2)cc1, O=C([O-])[O-], NCCc1ccccc1, CC#N, [I-], [K+], [K+], [Na+]. Product: O=c1n(-c2ccc(OCCNCCc3ccccc3)cc2)ccn1-c1ccc(Oc2ccccc2)cc1. Reaction SMILES: [Br:1][CH2:2][CH2:3][O:4][c:5]1[cH:6][cH:7][c:8](-[n:11]2[c:12](=[O:29])[n:13](-[c:16]3[cH:17][cH:18][c:19]([O:22][c:23]4[cH:24][cH:25][cH:26][cH:27][cH:28]4)[cH:20][cH:21]3)[cH:14][cH:15]2)[cH:9][cH:10]1.[C:39](=[O:40])([O-:41])[O-:42].[CH2:30]([CH2:31][c:32]1[cH:33][cH:34][cH:35][cH:36][cH:37]1)[NH2:38].[CH3:47][C:48]#[N:49].[I-:46].[K+:43].[K+:44].[Na+:45]>>[CH2:2]([CH2:3][O:4][c:5]1[cH:6][cH:7][c:8](-[n:11]2[c:12](=[O:29])[n:13](-[c:16]3[cH:17][cH:18][c:19]([O:22][c:23]4[cH:24][cH:25][cH:26][cH:27][cH:28]4)[cH:20][cH:21]3)[cH:14][cH:15]2)[cH:9][cH:10]1)[NH:38][CH2:30][CH2:31][c:32]1[cH:33][cH:34][cH:35][cH:36][cH:37]1.